Dataset: the Open Reaction Database (ORD), a public repository of structured organic reaction records. Task: describe an organic reaction: reactants, conditions, products, and yield Reactants: BrCC1=C(C=CC(=C1)Cl)C1=NSN=C1Cl (3-[2-(bromomethyl)-4-chlorophenyl]-4-chloro-1,2,5-thiadiazole), [N-]=[N+]=[N-].[Na+] (sodium azide). The solvent is CN(C)C=O (DMF). Yields the product N(=[N+]=[N-])CC1=C(C=CC(=C1)Cl)C1=NSN=C1Cl (3-[2-(Azidomethyl)-4-chlorophenyl]-4-chloro-1,2,5-thiadiazole). RXN SMILES: Br[CH2:2][C:3]1[CH:8]=[C:7]([Cl:9])[CH:6]=[CH:5][C:4]=1[C:10]1[C:14]([Cl:15])=[N:13][S:12][N:11]=1.[N-:16]=[N+:17]=[N-:18].[Na+]>CN(C=O)C>[N:16]([CH2:2][C:3]1[CH:8]=[C:7]([Cl:9])[CH:6]=[CH:5][C:4]=1[C:10]1[C:14]([Cl:15])=[N:13][S:12][N:11]=1)=[N+:17]=[N-:18] |f:1.2|. Procedure details: A solution of 3-[2-(bromomethyl)-4-chlorophenyl]-4-chloro-1,2,5-thiadiazole (0.193 g, 0.60 mmol) and sodium azide (38.7 mg, 0.60 mmol) in DMF (0.6 mL) was stirred at 60° C. for 16 h. The solution was partitioned between water and ether. The organic phase was separated, washed with brine, dried (Na2SO4) and reduced in vacuo. 3-[2-(Azidomethyl)-4-chlorophenyl]-4-chloro-1,2,5-thiadiazole was isolated as an oil. MS m/z=258.5. Procedure details: A mixture of 2.50 g (10 mmol) of N-(3-chloro-2-naphthyl)carbamic acid ethyl ester and 7.1 g of Selectfluor® (20 mmol) in 30 mL of CH2CN is heated to reflux under an atmosphere of nitrogen for 16 hours. After cooling to room temperature, the solids are filtered and the solvent is evaporated to give a residue that is diluted with 200 mL of EtOAc. The mixture is washed 3 times with 50 mL of H2O, once with 50 mL of saturated brine and dried over MgSO4. Evaporation of the solvents gives a residue tha... Yields the product C(C)OC(NC1=C(C2=CC=CC=C2C=C1Cl)F)=O (N-(1-fluoro-3-chloro-2-naphthyl)carbamic acid ethyl ester). The solvent is CCOC(=O)C (EtOAc). The reactants are C(C)OC(NC1=CC2=CC=CC=C2C=C1Cl)=O (N-(3-chloro-2-naphthyl)carbamic acid ethyl ester), [B-](F)(F)(F)F.[B-](F)(F)(F)F.C1C[N+]2(CC[N+]1(CC2)CCl)F (Selectfluor). Reaction SMILES: [CH2:1]([O:3][C:4](=[O:17])[NH:5][C:6]1[C:15]([Cl:16])=[CH:14][C:13]2[C:8](=[CH:9][CH:10]=[CH:11][CH:12]=2)[CH:7]=1)[CH3:2].[B-](F)(F)(F)[F:19].[B-](F)(F)(F)F.C1[N+]2(CCl)CC[N+](F)(CC2)C1>CCOC(C)=O>[CH2:1]([O:3][C:4](=[O:17])[NH:5][C:6]1[C:15]([Cl:16])=[CH:14][C:13]2[C:8](=[CH:9][CH:10]=[CH:11][CH:12]=2)[C:7]=1[F:19])[CH3:2] |f:1.2.3|. Starting materials: CNc1ncc2cc(B3OC(C)(C)C(C)(C)O3)ccc2n1, COCCOC, Cc1ccc(C(=O)Nc2cccc(OC(C)C)c2)c(F)c1I, [Na+], [Na+], O=C([O-])[O-], c1ccc(P(c2ccccc2)(c2ccccc2)[Pd](P(c2ccccc2)(c2ccccc2)c2ccccc2)(P(c2ccccc2)(c2ccccc2)c2ccccc2)P(c2ccccc2)(c2ccccc2)c2ccccc2)cc1. The product is CNc1ncc2cc(-c3c(C)ccc(C(=O)Nc4cccc(OC(C)C)c4)c3F)ccc2n1. As a reaction SMILES: [CH3:23][NH:24][c:25]1[n:26][c:27]2[cH:28][cH:29][c:30]([B:35]3[O:36][C:37]([CH3:38])([CH3:39])[C:40]([CH3:41])([CH3:42])[O:43]3)[cH:31][c:32]2[cH:33][n:34]1.[CH3:50][O:51][CH2:52][CH2:53][O:54][CH3:55].[F:1][c:2]1[c:3]([C:4](=[O:5])[NH:6][c:7]2[cH:8][c:9]([O:13][CH:14]([CH3:15])[CH3:16])[cH:10][cH:11][cH:12]2)[cH:17][cH:18][c:19]([CH3:22])[c:20]1[I:21].[Na+:44].[Na+:45].[O-:46][C:47](=[O:48])[O-:49].[cH:56]1[cH:57][cH:58][c:59]([P:60]([Pd:61]([P:62]([c:63]2[cH:64][cH:65][cH:66][cH:67][cH:68]2)([c:69]2[cH:70][cH:71][cH:72][cH:73][cH:74]2)[c:75]2[cH:76][cH:77][cH:78][cH:79][cH:80]2)([P:81]([c:82]2[cH:83][cH:84][cH:85][cH:86][cH:87]2)([c:88]2[cH:89][cH:90][cH:91][cH:92][cH:93]2)[c:94]2[cH:95][cH:96][cH:97][cH:98][cH:99]2)[P:100]([c:101]2[cH:102][cH:103][cH:104][cH:105][cH:106]2)([c:107]2[cH:108][cH:109][cH:110][cH:111][cH:112]2)[c:113]2[cH:114][cH:115][cH:116][cH:117][cH:118]2)([c:119]2[cH:120][cH:121][cH:122][cH:123][cH:124]2)[c:125]2[cH:126][cH:127][cH:128][cH:129][cH:130]2)[cH:131][cH:132]1>>[F:1][c:2]1[c:3]([C:4](=[O:5])[NH:6][c:7]2[cH:8][c:9]([O:13][CH:14]([CH3:15])[CH3:16])[cH:10][cH:11][cH:12]2)[cH:17][cH:18][c:19]([CH3:22])[c:20]1-[c:30]1[cH:29][cH:28][c:27]2[n:26][c:25]([NH:24][CH3:23])[n:34][cH:33][c:32]2[cH:31]1.